Dataset: the Open Reaction Database (ORD), a public repository of structured organic reaction records. Task: describe an organic reaction: reactants, conditions, products, and yield Starting materials: CCOC(=O)C(Cc1ccc([N+](=O)[O-])cc1)C(=O)CCc1ccc([N+](=O)[O-])cc1, C1CCOC1, Cl, O. Product: O=C(CCc1ccc([N+](=O)[O-])cc1)CCc1ccc([N+](=O)[O-])cc1. RXN SMILES: [CH2:1]([O:2][C:3](=[O:4])[CH:5]([C:6]([CH2:7][CH2:8][c:9]1[cH:10][cH:11][c:12]([N+:15](=[O:16])[O-:17])[cH:13][cH:14]1)=[O:18])[CH2:19][c:20]1[cH:21][cH:22][c:23]([N+:26](=[O:27])[O-:28])[cH:24][cH:25]1)[CH3:29].[CH2:31]1[O:32][CH2:33][CH2:34][CH2:35]1.[ClH:30].[OH2:36]>>[CH2:5]([C:6]([CH2:7][CH2:8][c:9]1[cH:10][cH:11][c:12]([N+:15](=[O:16])[O-:17])[cH:13][cH:14]1)=[O:18])[CH2:19][c:20]1[cH:21][cH:22][c:23]([N+:26](=[O:27])[O-:28])[cH:24][cH:25]1. RXN SMILES: [CH2:1]([CH3:2])[O:3][C:4](=[O:5])[CH:6]1[CH:7]2[CH2:8][CH2:9][CH:10]([CH:11]1[NH:12][CH2:13][CH2:14][CH:15]1[CH2:16][CH2:17]1)[CH2:18]2.[CH3:19][S:20](=[O:21])(=[O:22])[NH:23][c:24]1[cH:25][c:26]2[c:27]([cH:38][cH:39]1)[NH:28][C:29]([CH2:34][C:35](=[O:36])[OH:37])=[N:30][S:31]2(=[O:32])=[O:33].[CH3:40][N:41]1[CH2:42][CH2:43][O:44][CH2:45][CH2:46]1.[CH3:48][N:49]([CH3:50])[CH2:51][CH2:52][CH2:53][N:54]=[C:55]=[N:56][CH2:57][CH3:58].[CH3:60][N:61]([CH3:62])[CH:63]=[O:64].[ClH:47].[ClH:59]>>[CH2:1]([CH3:2])[O:3][C:4](=[O:5])[CH:6]1[CH:7]2[CH2:8][CH2:9][CH:10]([CH:11]1[N:12]([CH2:13][CH2:14][CH:15]1[CH2:16][CH2:17]1)[C:35]([CH2:34][C:29]1=[N:30][S:31](=[O:32])(=[O:33])[c:26]3[cH:25][c:24]([NH:23][S:20]([CH3:19])(=[O:21])=[O:22])[cH:39][cH:38][c:27]3[NH:28]1)=[O:36])[CH2:18]2. The reactants are CCOC(=O)C1C2CCC(C2)C1NCCC1CC1, CS(=O)(=O)Nc1ccc2c(c1)S(=O)(=O)N=C(CC(=O)O)N2, CN1CCOCC1, CCN=C=NCCCN(C)C, CN(C)C=O, Cl, Cl. Yields the product CCOC(=O)C1C2CCC(C2)C1N(CCC1CC1)C(=O)CC1=NS(=O)(=O)c2cc(NS(C)(=O)=O)ccc2N1. The reactants are C(=O)(O)[O-].[Na+] (NaHCO3), COC1=NC=CC(=C1COCOC)[C@](CCO)(CC)O ((+)-(3R)-3-(2-Methoxy-3-methoxymethoxymethylpyridin-4-yl)-pentane-1,3-diol), [O-]S(=O)(=S)[O-].[Na+].[Na+] (Na2S2O3), CC(=O)OI1(C=2C=CC=CC2C(=O)O1)(OC(=O)C)OC(=O)C (Dess-Martin periodinane). The solvent is C(Cl)Cl (CH2Cl2). Run at time 3 hour. Product: O[C@@](CC=O)(CC)C1=C(C(=NC=C1)OC)COCOC ((+)-(3R)-3-Hydroxy-3-(2-methoxy-3-methoxymethoxymethylpyridin-4-yl)pentanal). Yield: 93.2%. As a reaction SMILES: [CH3:1][O:2][C:3]1[C:8]([CH2:9][O:10][CH2:11][O:12][CH3:13])=[C:7]([C@@:14]([OH:20])([CH2:18][CH3:19])[CH2:15][CH2:16][OH:17])[CH:6]=[CH:5][N:4]=1.CC(OI1(OC(C)=O)(OC(C)=O)OC(=O)C2C=CC=CC1=2)=O.[O-]S([O-])(=S)=O.[Na+].[Na+].C([O-])(O)=O.[Na+]>C(Cl)Cl>[OH:20][C@:14]([C:7]1[CH:6]=[CH:5][N:4]=[C:3]([O:2][CH3:1])[C:8]=1[CH2:9][O:10][CH2:11][O:12][CH3:13])([CH2:18][CH3:19])[CH2:15][CH:16]=[O:17] |f:2.3.4,5.6|. Reported procedure: To a mixture of 7b (0.5 g, 1.78 mmol) in CH2Cl2 (20 mL) was added Dess-Martin periodinane (1.2 g, 2.85 mmol). The mixture was stirred at rt for 3 h and then poured into a well-stirred mixture of satd. Na2S2O3 (10 mL) and satd. NaHCO3 (10 mL). The layers were separated after 30 min. The aqueous layer was extracted 3 times with diethyl ether. The combined organic extracts were washed with satd. NaHCO3, brine, dried over MgSO4 and concentrated under vacuum to give the crude aldehyde 8b (0.47 g, 89%... Starting materials: C(C)(C)(C)OC(=O)NC1=NC=CC(=C1)C(C(=O)C1=CC(=CC=C1)F)=CN(C)C (2-(2-t-butoxycarbonylaminopyridin-4-yl)-3-dimethylamino-1-(3-fluorophenyl)-2-propen-1-one), C(C)(C)(C)OC(=O)NC1=NC=CC(=C1)C(C(=O)C1=CC=C(C=C1)F)=CN(C)C (2-(2-t-butoxycarbonylaminopyridin-4-yl)-3-dimethylamino-1-(4-fluorophenyl)-2-propen-1-one). Yields the product C(C)(C)(C)OC(=O)NC1=NC=CC(=C1)C=1C(=NNC1)C1=CC(=CC=C1)F (4-(2-t-Butoxycarbonylaminopyridin-4-yl)-3-(3-fluorophenyl)-1H-pyrazole). Reaction SMILES: [C:1]([O:5][C:6]([NH:8][C:9]1[CH:14]=[C:13]([C:15](=[CH:25][N:26](C)C)[C:16]([C:18]2[CH:23]=[CH:22][CH:21]=[C:20]([F:24])[CH:19]=2)=O)[CH:12]=[CH:11][N:10]=1)=[O:7])([CH3:4])([CH3:3])[CH3:2].C(OC([NH:36]C1C=C(C(=CN(C)C)C(C2C=CC(F)=CC=2)=O)C=CN=1)=O)(C)(C)C>>[C:1]([O:5][C:6]([NH:8][C:9]1[CH:14]=[C:13]([C:15]2[C:16]([C:18]3[CH:23]=[CH:22][CH:21]=[C:20]([F:24])[CH:19]=3)=[N:36][NH:26][CH:25]=2)[CH:12]=[CH:11][N:10]=1)=[O:7])([CH3:4])([CH3:3])[CH3:2]. Procedure details: The reaction was carried out in the same manner as in Example 2-2) except for using 13.5 g (35.0 mmol) of 2-(2-t-butoxycarbonylaminopyridin-4-yl)-3-dimethylamino-1-(3-fluorophenyl)-2-propen-1-one obtained in Example 22-1) in place of 2-(2-t-butoxycarbonylaminopyridin-4-yl)-3-dimethylamino-1-(4-fluorophenyl)-2-propen-1-one to obtain 12.4 g of the title compound as a yellowish white powder. (Yield: quantitative)